Dataset: the Open Reaction Database (ORD), a public repository of structured organic reaction records. Task: describe an organic reaction: reactants, conditions, products, and yield As a reaction SMILES: [Cl:1][C:2]1[CH:7]=[C:6]([C:8]([F:11])([F:10])[F:9])[CH:5]=[CH:4][C:3]=1[N:12]1[C:20]2[CH:19]=[CH:18][N+:17]([O-])=[CH:16][C:15]=2[CH:14]=[CH:13]1.C[Si](C#N)(C)C>C(N(CC)CC)C>[Cl:1][C:2]1[CH:7]=[C:6]([C:8]([F:11])([F:10])[F:9])[CH:5]=[CH:4][C:3]=1[N:12]1[C:20]2[CH:19]=[CH:18][N:17]=[CH:16][C:15]=2[CH:14]=[CH:13]1. Reaction conditions: time 5 hour. Product: ClC1=C(C=CC(=C1)C(F)(F)F)N1C=CC=2C=NC=CC21 (1-(2-chloro-4-trifluoromethylphenyl)pyrrolo[3,2-c]pyridine). Reported procedure: A solution of 1-(2-chloro-4-trifluoromethylphenyl)-pyrrolo[3,2-c]pyridine 5-oxide (3.5 g, 12 mmol) in triethylamine (50 ml) was cooled in an ice-bath and trimethylsilyl cyanide (10.7 ml, 80 mmol) added dropwise. The ice-bath was removed and the mixture stirred for 5 hours. The precipitate was collected and dried to afford 1-(2-chloro-4-trifluoromethylphenyl)pyrrolo[3,2-c]pyridine (1.8g) as a colorless solid, m.p. 160°-161° C. Reactants: ClC1=C(C=CC(=C1)C(F)(F)F)N1C=CC=2C=[N+](C=CC21)[O-] (1-(2-chloro-4-trifluoromethylphenyl)-pyrrolo[3,2-c]pyridine 5-oxide), C[Si](C)(C)C#N (trimethylsilyl cyanide). Yield: 50.6%. Solvent: C(C)N(CC)CC (triethylamine). Yield: 90.0%. Reported procedure: 0.30 g (2.1 mM) of (-)-2-cyano-2-methylpentanoic acid was dissolved in 3 ml of dry ethanol. To the mixture under stirring, 0.49 g (3.2 mM) of phosphorus oxychloride was added dropwise. After the reaction for 3 hours at 80° C., 6 ml of 1N-sodium carbonate aqueous solution was added, followed by extraction with diethyl ether. The resultant ether solution was dried on anhydrous sodium sulfate, followed by distilling-off of the solvent and distillation to obtain 0.32 g (1.9 mM) of (-)-ethyl 2-cyano-... Yields the product C(#N)C(C(=O)OCC)(CCC)C ((-)-ethyl 2-cyano-2-methylpentanoate). Reaction SMILES: [C:1]([C:3]([CH3:10])([CH2:7][CH2:8][CH3:9])[C:4]([OH:6])=[O:5])#[N:2].P(Cl)(Cl)(Cl)=O.C(=O)([O-])[O-].[Na+].[Na+].[CH2:22](O)[CH3:23]>>[C:1]([C:3]([CH3:10])([CH2:7][CH2:8][CH3:9])[C:4]([O:6][CH2:22][CH3:23])=[O:5])#[N:2] |f:2.3.4|. Reactants: P(=O)(Cl)(Cl)Cl (phosphorus oxychloride), C(#N)C(C(=O)O)(CCC)C ((-)-2-cyano-2-methylpentanoic acid), C(C)O (ethanol), C([O-])([O-])=O.[Na+].[Na+] (sodium carbonate). The reactants are FC1=C(C(=O)O)C=C(C=C1)[N+](=O)[O-] (2-fluoro-5-nitrobenzoic acid), [H][H] (hydrogen). The reagents and catalysts are [Pd] (palladium on charcoal). Run in C(C)(=O)OCC (ethyl acetate). The product is NC=1C=CC(=C(C(=O)O)C1)F (5-amino-2-fluorobenzoic acid). The yield is 102.3%. Reaction SMILES: [F:1][C:2]1[CH:10]=[CH:9][C:8]([N+:11]([O-])=O)=[CH:7][C:3]=1[C:4]([OH:6])=[O:5].[H][H]>C(OCC)(=O)C.[Pd]>[NH2:11][C:8]1[CH:9]=[CH:10][C:2]([F:1])=[C:3]([CH:7]=1)[C:4]([OH:6])=[O:5]. Procedure: 111 g of 2-fluoro-5-nitrobenzoic acid was dissolved in 1 liter of ethyl acetate. To this solution was added 5 g of 5 percent palladium on charcoal. The mixture was hydrogenated on a Parr apparatus for 24 hours at 20° C. at 50 psi of hydrogen. The theoretical amount of hydrogen was absorbed. The solution was filtered, then evaporated to dryness to provide a tan residue of 95.2 g of 5-amino-2-fluorobenzoic acid. Reactants: NC=1C(N(C(N(C1)CC1=CC=CC=C1)=O)CC(=O)OC)=O (5-amino-1-Benzyl-3-methoxycarbonylmethyl-2,4(1H,3H) pyrimidinedione), CN1CCOCC1 (N-methyl morpholine), C(C1=CC=CC=C1)S(=O)(=O)Cl (benzylsulfonyl chloride). Run in O1CCCC1 (tetrahydrofuran), CN(C=O)C (dimethylformamide), O1CCCC1 (tetrahydrofuran), C(C)(=O)OCC (ethyl acetate). Conditions: temperature 0 celsius, time 15 minute. Product: C1(=CC=CC=C1)CS(=O)(=O)NN1C(NC(C=C1)=O)=O ([[(phenylmethyl)sulfonyl]amino]2,4(1H,3H)pyrimidinedione). Yield: 74.0%. Reaction SMILES: N[C:2]1[C:3](=[O:21])[N:4](CC(OC)=O)[C:5](=[O:15])[N:6](CC2C=CC=CC=2)[CH:7]=1.C[N:23]1CCOCC1.[CH2:29]([S:36](Cl)(=[O:38])=[O:37])[C:30]1[CH:35]=[CH:34][CH:33]=[CH:32][CH:31]=1>O1CCCC1.CN(C)C=O.C(OCC)(=O)C>[C:30]1([CH2:29][S:36]([NH:23][N:6]2[CH:7]=[CH:2][C:3](=[O:21])[NH:4][C:5]2=[O:15])(=[O:38])=[O:37])[CH:35]=[CH:34][CH:33]=[CH:32][CH:31]=1. Procedure details: EX-1C) A solution of 5-amino-1-Benzyl-3-methoxycarbonylmethyl-2,4(1H,3H) pyrimidinedione (EX-1B; 3.12 g, 10.77 mmol) in 18.0 mL of tetrahydrofuran and dimethylformamide (1:1, 0.62M) was added N-methyl morpholine (3.60 mL, 32.74 mmol) in one portion at room temperature. The resulting mixture was cooled to 0° C. in an ice bath and was allowed to stir for 15 minutes. A solution of benzylsulfonyl chloride (2.26 g, 11.86 mmol) in 18.0 mL tetrahydrofuran was added drop wise over a 30 minute period. Af...